This data is from the Open Reaction Database (ORD), a public repository of structured organic reaction records. The task is: describe an organic reaction: reactants, conditions, products, and yield The reactants are NC([C@H](CC1=CC=C(C=C1)C=1C=CC2=C(SCC(N2C)=O)C1)NC(=O)C1(CCOCC1)NC(OC(C)(C)C)=O)=O ((S)-tert-Butyl 4-(1-amino-3-(4-(4-methyl-3-oxo-3,4-dihydro-2H-benzo[b][1,4]thiazin-7-yl)phenyl)-1-oxopropan-2-ylcarbamoyl)tetrahydro-2H-pyran-4-ylcarbamate), CC[N+](CC)(CC)S(=O)(=O)N=C([O-])OC (Burgess' reagent). The solvent is ClCCl (dichloromethane). Run at time 18 hour. The product is C(#N)[C@H](CC1=CC=C(C=C1)C=1C=CC2=C(SCC(N2C)=O)C1)NC(=O)C1(CCOCC1)NC(OC(C)(C)C)=O ((S)-tert-Butyl 4-(1-cyano-2-(4-(4-methyl-3-oxo-3,4-dihydro-2H-benzo[b][1,4]thiazin-7-yl)phenyl)ethylcarbamoyl)tetrahydro-2H-pyran-4-ylcarbamate). Isolated yield 89.8%. Reaction SMILES: [NH2:1][C:2](=O)[C@@H:3]([NH:23][C:24]([C:26]1([NH:32][C:33](=[O:39])[O:34][C:35]([CH3:38])([CH3:37])[CH3:36])[CH2:31][CH2:30][O:29][CH2:28][CH2:27]1)=[O:25])[CH2:4][C:5]1[CH:10]=[CH:9][C:8]([C:11]2[CH:12]=[CH:13][C:14]3[N:19]([CH3:20])[C:18](=[O:21])[CH2:17][S:16][C:15]=3[CH:22]=2)=[CH:7][CH:6]=1.CC[N+](S(N=C(OC)[O-])(=O)=O)(CC)CC>ClCCl>[C:2]([C@@H:3]([NH:23][C:24]([C:26]1([NH:32][C:33](=[O:39])[O:34][C:35]([CH3:37])([CH3:36])[CH3:38])[CH2:31][CH2:30][O:29][CH2:28][CH2:27]1)=[O:25])[CH2:4][C:5]1[CH:10]=[CH:9][C:8]([C:11]2[CH:12]=[CH:13][C:14]3[N:19]([CH3:20])[C:18](=[O:21])[CH2:17][S:16][C:15]=3[CH:22]=2)=[CH:7][CH:6]=1)#[N:1]. Procedure: (S)-tert-Butyl 4-(1-amino-3-(4-(4-methyl-3-oxo-3,4-dihydro-2H-benzo[b][1,4]thiazin-7-yl)phenyl)-1-oxopropan-2-ylcarbamoyl)tetrahydro-2H-pyran-4-ylcarbamate (Example 28, step (ii), 138 mg) in dichloromethane (10 mL) was treated with Burgess' reagent (116 mg) and stirred at room temperature for 18 h. The solvent was partially evaporated and the residue absorbed onto silica and purified by chromatography on silica eluting with ethyl acetate/isohexane (50:50 to 70:30) to afford the sub-titled compou... Reactants: C(C1=CC=CC=C1)(=O)NC(=NCCCC=1N=CNC1)NCCSCC1=NC2=CC=CC=C2C=C1 (N-benzoyl-N'-[2-[(quinolin-2-yl) methylthio]ethyl]-N"-[3-(imidazol-4-yl)propyl]-guanidine). The solvent is Cl (hydrochloric acid). The product is N1=C(C=CC2=CC=CC=C12)CSCCNC(=N)NCCCC=1N=CNC1 (N-[2-[(Quinolin-2-yl)methylthio]ethyl]-N'-[3-(imidazol-4-yl)propyl]-guanidine). As a reaction SMILES: C([NH:9][C:10]([NH:20][CH2:21][CH2:22][S:23][CH2:24][C:25]1[CH:34]=[CH:33][C:32]2[C:27](=[CH:28][CH:29]=[CH:30][CH:31]=2)[N:26]=1)=[N:11][CH2:12][CH2:13][CH2:14][C:15]1[N:16]=[CH:17][NH:18][CH:19]=1)(=O)C1C=CC=CC=1>Cl>[N:26]1[C:27]2[C:32](=[CH:31][CH:30]=[CH:29][CH:28]=2)[CH:33]=[CH:34][C:25]=1[CH2:24][S:23][CH2:22][CH2:21][NH:20][C:10]([NH:11][CH2:12][CH2:13][CH2:14][C:15]1[N:16]=[CH:17][NH:18][CH:19]=1)=[NH:9]. Reported procedure: 0.95 g (2 mmol) of N-benzoyl-N'-[2-[(quinolin-2-yl) methylthio]ethyl]-N"-[3-(imidazol-4-yl)propyl]-guanidine are heated under reflux in 45 ml of 18% hydrochloric acid for 6 hours and the product is worked up by a method analogous to that of Example 109. 0.86 g (90%) of a hygroscopic, non-crystalline solid is obtained. The reactants are C1CCOC1, Nc1nc2ccc(NC(=S)NC(=O)c3ccccc3)cc2s1, [Na+], [OH-]. The product is NC(=S)Nc1ccc2nc(N)sc2c1. Reaction SMILES: [CH2:25]1[O:26][CH2:27][CH2:28][CH2:29]1.[NH2:1][c:2]1[s:3][c:4]2[c:5]([n:6]1)[cH:7][cH:8][c:9]([NH:11][C:12](=[S:13])[NH:14][C:15](=[O:16])[c:17]1[cH:18][cH:19][cH:20][cH:21][cH:22]1)[cH:10]2.[Na+:24].[OH-:23]>>[NH2:1][c:2]1[s:3][c:4]2[c:5]([n:6]1)[cH:7][cH:8][c:9]([NH:11][C:12](=[S:13])[NH2:14])[cH:10]2. The reactants are ClC(C(=O)C1=C(NC2=CN=CC=C21)C)(Cl)Cl (2,2,2-trichloro-1-(2-methyl-1H-pyrrolo[2,3-c]pyridin-3-yl)ethanone), [OH-].[K+] (KOH), CO (MeOH). Reaction conditions: time 16 hour. Yields the product CC1=C(C=2C(=CN=CC2)N1)C(=O)OC (methyl 2-methyl-1H-pyrrolo[2,3-c]pyridine-3-carboxylate). Yield: 83.0%. As a reaction SMILES: ClC(Cl)(Cl)[C:3]([C:5]1[C:13]2[C:8](=[CH:9][N:10]=[CH:11][CH:12]=2)[NH:7][C:6]=1[CH3:14])=[O:4].[OH-:17].[K+].[CH3:19]O>>[CH3:14][C:6]1[NH:7][C:8]2=[CH:9][N:10]=[CH:11][CH:12]=[C:13]2[C:5]=1[C:3]([O:4][CH3:19])=[O:17] |f:1.2|. Procedure: A mixture of 2,2,2-trichloro-1-(2-methyl-1H-pyrrolo[2,3-c]pyridin-3-yl)ethanone (5.24 g, 18.9 mmol) and KOH (1.2 g, 20.9 mmol) in MeOH (100 mL) was stirred at room temperature for 16 hour. The reaction mixture was concentrated to remove MeOH, the residue was partitioned between EA and Water. The organic layer was washed with brine, dried and concentrated to afford methyl 2-methyl-1H-pyrrolo[2,3-c]pyridine-3-carboxylate (3 g, 83%). Reaction conditions: time 16 hour. Yields the product NC1(CCN(CC1)C1=NC(=NC=2C3(CCCC12)CCCC3)N)C(=O)O (4-amino-1-(2′-amino-6′,7′-dihydro-5′H-spiro[cyclopentane-1,8′-quinazoline]-4′-yl)piperidine-4-carboxylic Acid). Reactants: NC1(CCN(CC1)C1=NC(=NC=2C3(CCCC12)CCCC3)N)C(=O)OC (Methyl 4-amino-1-(2′-amino-6′,7′-dihydro-5′H-spiro[cyclopentane-1,8′-quinazoline]-4′-yl)piperidine-4-carboxylate), [OH-].[Na+] (NaOH). Solvent: CO (MeOH). As a reaction SMILES: [NH2:1][C:2]1([C:23]([O:25]C)=[O:24])[CH2:7][CH2:6][N:5]([C:8]2[C:17]3[CH2:16][CH2:15][CH2:14][C:13]4([CH2:21][CH2:20][CH2:19][CH2:18]4)[C:12]=3[N:11]=[C:10]([NH2:22])[N:9]=2)[CH2:4][CH2:3]1.[OH-].[Na+]>CO>[NH2:1][C:2]1([C:23]([OH:25])=[O:24])[CH2:3][CH2:4][N:5]([C:8]2[C:17]3[CH2:16][CH2:15][CH2:14][C:13]4([CH2:21][CH2:20][CH2:19][CH2:18]4)[C:12]=3[N:11]=[C:10]([NH2:22])[N:9]=2)[CH2:6][CH2:7]1 |f:1.2|. Procedure: A solution of the product from Example 11 (30 mg, 0.083 mmol) in MeOH (5 mL) was treated with NaOH solution (1 mL, 10%) and stirred for 16 hours. The mixture was concentrated under reduced pressure, and the resulting oil was chromatographed on silica gel (6:1:1 EtOAc/HCO2H/H2O, eluant). The fractions containing the still-impure product were combined and concentrated under reduced pressure, then the residue was again chromatographed on silica gel, this time eluting with NH4OH/MeOH/CH2Cl2 (1.5:13.... Starting materials: FC1=CC2=C(C=3C(C(=CN(C3C=N2)C)C(=O)OCC)=O)C=C1F (ethyl 8,9-difluoro-4-methyl-1-oxo-1,4-dihydrobenzo[f][1,7]naphthyridine-2-carboxylate), N1CCCC1 (pyrrolidine), ice. Yield: 36.6%. Reaction conditions: temperature 70 celsius, time 8 hour. As a reaction SMILES: F[C:2]1[C:22]([F:23])=[CH:21][C:5]2[C:6]3[C:7](=[O:20])[C:8]([C:15]([O:17][CH2:18][CH3:19])=[O:16])=[CH:9][N:10]([CH3:14])[C:11]=3[CH:12]=[N:13][C:4]=2[CH:3]=1.[NH:24]1[CH2:28][CH2:27][CH2:26][CH2:25]1>CN(C)C=O>[F:23][C:22]1[C:2]([N:24]2[CH2:28][CH2:27][CH2:26][CH2:25]2)=[CH:3][C:4]2[N:13]=[CH:12][C:11]3[N:10]([CH3:14])[CH:9]=[C:8]([C:15]([O:17][CH2:18][CH3:19])=[O:16])[C:7](=[O:20])[C:6]=3[C:5]=2[CH:21]=1. Run in CN(C=O)C (dimethylformamide). The product is FC=1C(=CC2=C(C=3C(C(=CN(C3C=N2)C)C(=O)OCC)=O)C1)N1CCCC1 (ethyl 9-fluoro-4-methyl-1-oxo-8-pyrrolidinyl-1,4-dihydrobenzo[f][1,7]naphthyridine-2-carboxylate). Procedure details: A suspension of 2 g of ethyl 8,9-difluoro-4-methyl-1-oxo-1,4-dihydrobenzo[f][1,7]naphthyridine-2-carboxylate and 1.1 g of pyrrolidine in 40 cm3 of dimethylformamide was heated, with stirring, at a temperature of 70° C. for 8 hours. After cooling to 20° C., the mixture was poured into 150 cm3 of ice-cold water. The insoluble material was dewatered, washed 3 times with 30 cm3 of water, and dissolved in 300 cm3 of dichloromethane; the residual water was decanted off. The organic extracts were dried... Reactants: [OH-].[Na+] (sodium hydroxide), O[C@H]1[C@@H](CCCC1)N(C(C(Cl)C1=CC(=CC=C1)OC)=O)C (trans-N-(2-hydroxycyclohexyl)-N-methyl-2-(3-methoxyphenyl)-2-chloroacetamide), title compounds. Solvent: CC(C)O (propan-2-ol). Run at time 5 hour. Product: COC=1C=C(C=CC1)[C@H]1O[C@@H]2[C@@H](N(C1=O)C)CCCC2 ((2R*,4aS*,8aS*)-2-(3-Methoxyphenyl)-4-methyl-hexahydro-2H-1,4-benzoxazin-3-(4H)-one). Reaction SMILES: [OH:1][C@@H:2]1[CH2:7][CH2:6][CH2:5][CH2:4][C@H:3]1[N:8]([CH3:21])[C:9](=[O:20])[CH:10]([C:12]1[CH:17]=[CH:16][CH:15]=[C:14]([O:18][CH3:19])[CH:13]=1)Cl.[OH-].[Na+]>CC(O)C>[CH3:19][O:18][C:14]1[CH:13]=[C:12]([C@@H:10]2[C:9](=[O:20])[N:8]([CH3:21])[C@H:3]3[CH2:4][CH2:5][CH2:6][CH2:7][C@@H:2]3[O:1]2)[CH:17]=[CH:16][CH:15]=1 |f:1.2|. Reported procedure: The crude chloroacetamide (3.1 g) was dissolved in propan-2-ol (30 cm3) and treated with 10 N sodium hydroxide solution (3 cm3). The mixture was stirred at room temperature for 5 hrs. and was left overnight. The phases were separated and the organic phase was concentrated under reduced pressure. The residue was dissolved in ether-dichloromethane (1:1 v/v, 70 cm3) and washed with the alkaline phase diluted with water. The aqueous phase was extracted with dichloromethane (2×30 cm3). The combined o... The product is COC1=NC(=NC(=C1)OC)N(C(NS(=O)(=O)C1=NC=CC=C1N(S(=O)(=O)C)C)=O)C (3-(4,6-Dimethoxypyrimidin-2-yl)-3-methyl-1-[3-(N-methyl-N-methylsulfonyl-amino)-2-pyridylsulfonyl]-urea). As a reaction SMILES: [CH2:1]([NH:5][C:6](=[O:23])[NH:7][S:8]([C:11]1[C:16]([N:17]([CH3:22])[S:18]([CH3:21])(=[O:20])=[O:19])=[CH:15][CH:14]=[CH:13][N:12]=1)(=[O:10])=[O:9])CCC.C(Cl)(Cl)=O.[CH3:28][O:29][C:30]1[CH:35]=[C:34]([O:36][CH3:37])[N:33]=[C:32](NC)[N:31]=1>ClC1C=CC=CC=1.ClCCl>[CH3:28][O:29][C:30]1[CH:35]=[C:34]([O:36][CH3:37])[N:33]=[C:32]([N:5]([CH3:1])[C:6](=[O:23])[NH:7][S:8]([C:11]2[C:16]([N:17]([CH3:22])[S:18]([CH3:21])(=[O:19])=[O:20])=[CH:15][CH:14]=[CH:13][N:12]=2)(=[O:9])=[O:10])[N:31]=1. The solvent is ClCCl (dichloromethane), ClC1=CC=CC=C1 (chlorobenzene). Reaction conditions: temperature 70 celsius, time 20 minute. Reactants: COC1=NC(=NC(=C1)OC)NC (4,6-dimethoxy-2-methylaminopyrimidine), C(CCC)NC(NS(=O)(=O)C1=NC=CC=C1N(S(=O)(=O)C)C)=O (3-butyl-1-[3-(N-methyl-N-methylsulfonylamino)-2-pyridylsulfonyl]urea), C(=O)(Cl)Cl (phosgene), C(=O)(Cl)Cl (phosgene). Procedure details: 63.0 g (0.17 mol) of 3-butyl-1-[3-(N-methyl-N-methylsulfonylamino)-2-pyridylsulfonyl]urea are suspended in 1 l of chlorobenzene, and the suspension is heated to 70° C. At this temperature, the experiment starts to pass a gentle stream of phosgene into the suspension, and heating is continued for approx. 20 minutes until an internal temperature of 120° C. is reached. After phosgene has been passed in for a further 20 minutes (approx. 50 g (0.5 mol) in total), the lower-boiling components together... The reactants are C1(=CC=CC=C1)CC(=O)OCC (ethyl phenylacetate), [H-].C(C(C)C)[Al+]CC(C)C (di-isobutyl-aluminum hydride). Solvent: C1(=CC=CC=C1)C (toluene), C1(=CC=CC=C1)C (toluene). Product: C1(=CC=CC=C1)CC=O (phenyl acetaldehyde). The yield is 97.0%. As a reaction SMILES: [C:1]1([CH2:7][C:8](OCC)=[O:9])[CH:6]=[CH:5][CH:4]=[CH:3][CH:2]=1.[H-].C([Al+]CC(C)C)C(C)C>C1(C)C=CC=CC=1>[C:1]1([CH2:7][CH:8]=[O:9])[CH:6]=[CH:5][CH:4]=[CH:3][CH:2]=1 |f:1.2|. Procedure: To a solution of 10 g of ethyl phenylacetate in 100 mL of dry toluene cooled to −78° C. under nitrogen was added drop-wise 68 mL of 0.9 M di-isobutyl-aluminum hydride in toluene, keeping the internal temperature below −68° C. When the addition was complete, the reaction was quenched with 200 mL of 10% HCl, and extracted into 2×100 mL portions of ether. The combined ether layers were washed with 2×100 mL portions of 10% HCl, 100 mL of saturated sodium bicarbonate, diluted with 100 mL of toluene, ...